Dataset: the Open Reaction Database (ORD), a public repository of structured organic reaction records. Task: describe an organic reaction: reactants, conditions, products, and yield The reactants are C(CCC)=C1C(N(C(S1)=O)CCCCS(=O)(=O)C1=CC=CC=2N1C=CN2)=O (5-butylidene-3-[4-(imidazo[1,2-a]pyridin-5-ylsulfonyl)butyl]thiazolidine-2,4-dione), Cl (hydrochloric acid). Run in CO (methanol). Product: Cl.C(CCC)=C1C(N(C(S1)=O)CCCCS(=O)(=O)C1=CC=CC=2N1C=CN2)=O (5-butylidene-3-[4-(imidazo[1,2-a]pyridin-5-ylsulfonyl)butyl]thiazolidine-2,4-dione hydrochloride). RXN SMILES: [CH:1](=[C:5]1[S:9][C:8](=[O:10])[N:7]([CH2:11][CH2:12][CH2:13][CH2:14][S:15]([C:18]2[N:23]3[CH:24]=[CH:25][N:26]=[C:22]3[CH:21]=[CH:20][CH:19]=2)(=[O:17])=[O:16])[C:6]1=[O:27])[CH2:2][CH2:3][CH3:4].[ClH:28]>CO>[ClH:28].[CH:1](=[C:5]1[S:9][C:8](=[O:10])[N:7]([CH2:11][CH2:12][CH2:13][CH2:14][S:15]([C:18]2[N:23]3[CH:24]=[CH:25][N:26]=[C:22]3[CH:21]=[CH:20][CH:19]=2)(=[O:17])=[O:16])[C:6]1=[O:27])[CH2:2][CH2:3][CH3:4] |f:3.4|. Procedure details: To a solution of 269 mg (0.66 mmol) of 5-butylidene-3-[4-(imidazo[1,2-a]pyridin-5-ylsulfonyl)butyl]thiazolidine-2,4-dione in 10 ml of methanol, 0.10 ml of concentrated hydrochloric acid was added, followed by stirring, after which the solvent was distilled off. The residue was washed with diethyl ether to yield 304 mg (quant., yellow oily substance) of the desired product. Starting materials: Ic1ncn2ccsc12, O=CC1CCCN1C(=O)OCc1ccc([N+](=O)[O-])cc1. Yields the product O=C(OCc1ccc([N+](=O)[O-])cc1)N1CCCC1C(O)c1ncn2ccsc12. RXN SMILES: [I:1][c:2]1[n:3][cH:4][n:5]2[c:6]1[s:7][cH:8][cH:9]2.[N+:10](=[O:11])([O-:12])[c:13]1[cH:14][cH:15][c:16]([CH2:17][O:18][C:19](=[O:20])[N:21]2[CH:22]([CH:26]=[O:27])[CH2:23][CH2:24][CH2:25]2)[cH:28][cH:29]1>>[c:2]1([CH:26]([CH:22]2[N:21]([C:19]([O:18][CH2:17][c:16]3[cH:15][cH:14][c:13]([N+:10](=[O:11])[O-:12])[cH:29][cH:28]3)=[O:20])[CH2:25][CH2:24][CH2:23]2)[OH:27])[n:3][cH:4][n:5]2[c:6]1[s:7][cH:8][cH:9]2. Reactants: CN(C(OC(C)(C)C)=O)CC1=CC=C(C=C1)C=1SC=C(N1)C(C1=CC(=C(C(=C1)OC)OC)OC)=O (tert-Butyl methyl(4-(4-(3,4,5-trimethoxybenzoyl)thiazol-2-yl)benzyl)carbamate), Cl (HCl). Solvent: C(Cl)Cl (CH2Cl2), O1CCOCC1 (1,4-dioxane). Run at time 8 hour. Yields the product Cl.CNCC1=CC=C(C=C1)C=1SC=C(N1)C(=O)C1=CC(=C(C(=C1)OC)OC)OC ((2-(4-((Methylamino)methyl)phenyl)thiazol-4-yl)(3,4,5-trimethoxyphenyl)methanone hydrochloride). Yield: 81.3%. Reaction SMILES: [CH3:1][N:2]([CH2:10][C:11]1[CH:16]=[CH:15][C:14]([C:17]2[S:18][CH:19]=[C:20]([C:22](=[O:35])[C:23]3[CH:28]=[C:27]([O:29][CH3:30])[C:26]([O:31][CH3:32])=[C:25]([O:33][CH3:34])[CH:24]=3)[N:21]=2)=[CH:13][CH:12]=1)C(=O)OC(C)(C)C.[ClH:36]>C(Cl)Cl.O1CCOCC1>[ClH:36].[CH3:1][NH:2][CH2:10][C:11]1[CH:12]=[CH:13][C:14]([C:17]2[S:18][CH:19]=[C:20]([C:22]([C:23]3[CH:24]=[C:25]([O:33][CH3:34])[C:26]([O:31][CH3:32])=[C:27]([O:29][CH3:30])[CH:28]=3)=[O:35])[N:21]=2)=[CH:15][CH:16]=1 |f:4.5|. Reported procedure: At 0° C., to a solution of 71a (60 mg) in 5 mL CH2Cl2 was added a solution of HCl in 1,4-dioxane (4 N, 2 mL) and stirred at RT for overnight. The precipitate (2s-HCl) was filtered and washed with diethyl ether. Yield: 81.3%. 1H NMR (500 MHz, CDCl3) δ 10.0 (s, 1H), 8.29 (s, 1H), 8.05 (d, 2H, J=6.0 Hz), 7.74 (s, 2H), 7.72 (d, 2H, J=6.0 Hz), 4.15 (s, 2H), 3.99 (s, 3H), 3.96 (s, 6H), 2.61 (s, 3H). MS (ESI) m/z 399.1 (M+H)+.